Task: describe an organic reaction: reactants, conditions, products, and yield. Dataset: the Open Reaction Database (ORD), a public repository of structured organic reaction records Reactants: C(C)(=O)C1=C(C(=C(OCC(COC2=C(C3=C(C(C=C(O3)CCC(=O)OCC)=O)C=C2)CCC)O)C=C1)CCC)O (ethyl 3-[7-[3-(4-acetyl-3-hydroxy-2-n-propylphenoxy)-2-hydroxypropyloxy]-4-oxo-8-n-propyl-4H-1-benzopyran-2-yl]propionate), C([O-])([O-])=O.[Na+].[Na+] (sodium carbonate), CCOCC (ether). The solvent is C(C)O (ethanol). Product: C(C)(=O)C1=C(C(=C(OCC(COC2=C(C3=C(C(C=C(O3)CCC(=O)O)=O)C=C2)CCC)O)C=C1)CCC)O (3-[7-[3-(4-acetyl-3-hydroxy-2-n-propylphenoxy)-2-hydroxypropyloxy]-4-oxo-8-n-propyl-4H-1-benzo pyran-2-yl]propionic acid). Isolated yield 70.7%. Reaction SMILES: [C:1]([C:4]1[CH:36]=[CH:35][C:7]([O:8][CH2:9][CH:10]([OH:34])[CH2:11][O:12][C:13]2[CH:30]=[CH:29][C:16]3[C:17](=[O:28])[CH:18]=[C:19]([CH2:21][CH2:22][C:23]([O:25]CC)=[O:24])[O:20][C:15]=3[C:14]=2[CH2:31][CH2:32][CH3:33])=[C:6]([CH2:37][CH2:38][CH3:39])[C:5]=1[OH:40])(=[O:3])[CH3:2].C(=O)([O-])[O-].[Na+].[Na+].CCOCC>C(O)C>[C:1]([C:4]1[CH:36]=[CH:35][C:7]([O:8][CH2:9][CH:10]([OH:34])[CH2:11][O:12][C:13]2[CH:30]=[CH:29][C:16]3[C:17](=[O:28])[CH:18]=[C:19]([CH2:21][CH2:22][C:23]([OH:25])=[O:24])[O:20][C:15]=3[C:14]=2[CH2:31][CH2:32][CH3:33])=[C:6]([CH2:37][CH2:38][CH3:39])[C:5]=1[OH:40])(=[O:3])[CH3:2] |f:1.2.3|. Procedure: A solution of ethyl 3-[7-[3-(4-acetyl-3-hydroxy-2-n-propylphenoxy)-2-hydroxypropyloxy]-4-oxo-8-n-propyl-4H-1-benzopyran-2-yl]propionate (0.79 g) and sodium carbonate (0.79 g) in aqueous ethanol was refluxed for 1 hour. Ethanol was removed by distillation and the residual aqueous solution cooled. Acidification afforded a gum which solidified on prolonged treatment with refluxing ether. Crystallisation from acetone-ether yielded 3-[7-[3-(4-acetyl-3-hydroxy-2-n-propylphenoxy)-2-hydroxypropyloxy]-4-... The reactants are CN(C)C=O, On1nnc2ccccc21, CCCC(C(CCCc1ccccc1)C(=O)Oc1c(F)c(F)c(F)c(F)c1F)N(C=O)OC1CCCCO1, NC(CCCCNC(=O)OCc1ccccc1)C(=O)Nc1nncs1. The product is CCCC(C(CCCc1ccccc1)C(=O)NC(CCCCNC(=O)OCc1ccccc1)C(=O)Nc1nncs1)N(C=O)OC1CCCCO1. Reaction SMILES: [O:74]=[CH:75][N:76]([CH3:77])[CH3:78].[OH:64][n:65]1[c:66]2[c:67]([cH:68][cH:69][cH:70][cH:71]2)[n:72][n:73]1.[c:1]1([CH2:7][CH2:8][CH2:9][CH:10]([C:11]([O:13][c:12]2[c:14]([F:15])[c:16]([F:17])[c:18]([F:19])[c:20]([F:21])[c:22]2[F:23])=[O:24])[CH:25]([CH2:26][CH2:27][CH3:28])[N:29]([O:30][CH:31]2[O:32][CH2:33][CH2:34][CH2:35][CH2:36]2)[CH:37]=[O:38])[cH:2][cH:3][cH:4][cH:5][cH:6]1.[s:39]1[c:40]([NH:44][C:45]([CH:46]([CH2:47][CH2:48][CH2:49][CH2:50][NH:51][C:52](=[O:53])[O:54][CH2:55][c:56]2[cH:57][cH:58][cH:59][cH:60][cH:61]2)[NH2:62])=[O:63])[n:41][n:42][cH:43]1>>[c:1]1([CH2:7][CH2:8][CH2:9][CH:10]([C:11](=[O:13])[NH:62][CH:46]([C:45]([NH:44][c:40]2[s:39][cH:43][n:42][n:41]2)=[O:63])[CH2:47][CH2:48][CH2:49][CH2:50][NH:51][C:52](=[O:53])[O:54][CH2:55][c:56]2[cH:57][cH:58][cH:59][cH:60][cH:61]2)[CH:25]([CH2:26][CH2:27][CH3:28])[N:29]([O:30][CH:31]2[O:32][CH2:33][CH2:34][CH2:35][CH2:36]2)[CH:37]=[O:38])[cH:2][cH:3][cH:4][cH:5][cH:6]1. As a reaction SMILES: [Br:1][c:2]1[cH:3][cH:4][c:5]([S:8][CH3:9])[cH:6][cH:7]1.[CH2:10]([Li:11])[CH2:12][CH2:13][CH3:14].[CH2:31]1[O:32][CH2:33][CH2:34][CH2:35]1.[ClH:30].[O:15]=[C:16]1[CH2:17][CH2:18][C:19]([C:22]#[N:23])([c:24]2[cH:25][cH:26][cH:27][cH:28][cH:29]2)[CH2:20][CH2:21]1>>[c:2]1([C:16]2([OH:15])[CH2:17][CH2:18][C:19]([C:22]#[N:23])([c:24]3[cH:25][cH:26][cH:27][cH:28][cH:29]3)[CH2:20][CH2:21]2)[cH:3][cH:4][c:5]([S:8][CH3:9])[cH:6][cH:7]1. Yields the product CSc1ccc(C2(O)CCC(C#N)(c3ccccc3)CC2)cc1. The reactants are CSc1ccc(Br)cc1, [Li]CCCC, C1CCOC1, Cl, N#CC1(c2ccccc2)CCC(=O)CC1. The reactants are C1(=CC=CC=C1)C(CCO)(C1=CC=CC=C1)C1=CC=CC=C1 (3,3,3-triphenylpropanol), C1(=CC=CC=C1)P(C1=CC=CC=C1)C1=CC=CC=C1 (triphenylphosphine), C1(=CC=CC=C1)S(=O)(=O)OC=1C=C(C=CC1)O (3-(benzenesulfonyloxy)phenol), CCOC(=O)/N=N/C(=O)OCC (DEAD). Run in C1=CC=CC=C1 (benzene), C1=CC=CC=C1 (benzene). Run at temperature 60 celsius. Yields the product C1(=CC=CC=C1)S(=O)(=O)OC1=CC(=CC=C1)OCCC(C1=CC=CC=C1)(C1=CC=CC=C1)C1=CC=CC=C1 (3-(3,3,3-triphenylpropoxy)phenyl benzenesulfonate). Yield: 75.0%. RXN SMILES: [C:1]1([C:7]([C:17]2[CH:22]=[CH:21][CH:20]=[CH:19][CH:18]=2)([C:11]2[CH:16]=[CH:15][CH:14]=[CH:13][CH:12]=2)[CH2:8][CH2:9][OH:10])[CH:6]=[CH:5][CH:4]=[CH:3][CH:2]=1.C1(P(C2C=CC=CC=2)C2C=CC=CC=2)C=CC=CC=1.[C:42]1([S:48]([O:51][C:52]2[CH:53]=[C:54](O)[CH:55]=[CH:56][CH:57]=2)(=[O:50])=[O:49])[CH:47]=[CH:46][CH:45]=[CH:44][CH:43]=1.CCOC(/N=N/C(OCC)=O)=O>C1C=CC=CC=1>[C:42]1([S:48]([O:51][C:52]2[CH:53]=[CH:54][CH:55]=[C:56]([O:10][CH2:9][CH2:8][C:7]([C:1]3[CH:2]=[CH:3][CH:4]=[CH:5][CH:6]=3)([C:11]3[CH:12]=[CH:13][CH:14]=[CH:15][CH:16]=3)[C:17]3[CH:18]=[CH:19][CH:20]=[CH:21][CH:22]=3)[CH:57]=2)(=[O:50])=[O:49])[CH:43]=[CH:44][CH:45]=[CH:46][CH:47]=1. Procedure details: To 3,3,3-triphenylpropanol (2.00 g, 6.93 mmol), triphenylphosphine (6.93 mmol), and 3-(benzenesulfonyloxy)phenol (1.74 g, 6.93 mmol) in benzene (10 mL), was added DEAD (6.93 mmol) in benzene (10 mL). The reaction was heated at 60° C. for 16 hours. After cooling, the volatiles were evaporated and the residue chromatographed on a silica gel column using 1:1 dichloromethane/hexanes. Recrystallization from ether afforded 3-(3,3,3-triphenylpropoxy)phenyl benzenesulfonate as a white solid, mp=124°-125... Starting materials: O=C([O-])[O-], C1CCOC1, C=CC1(N)CC(C)(C)CC(C)(C)C1, CCOCC, COC(=O)Cl, Cl, [Na+], [Na+]. Yields the product C=CC1(NC(=O)OC)CC(C)(C)CC(C)(C)C1. RXN SMILES: [C:15](=[O:16])([O-:17])[O-:18].[CH2:26]1[O:27][CH2:28][CH2:29][CH2:30]1.[CH3:2][C:3]1([CH3:14])[CH2:4][C:5]([NH2:11])([CH:12]=[CH2:13])[CH2:6][C:7]([CH3:9])([CH3:10])[CH2:8]1.[CH3:31][CH2:32][O:33][CH2:34][CH3:35].[Cl:21][C:22](=[O:23])[O:24][CH3:25].[ClH:1].[Na+:19].[Na+:20]>>[CH3:2][C:3]1([CH3:14])[CH2:4][C:5]([NH:11][C:22](=[O:23])[O:24][CH3:25])([CH:12]=[CH2:13])[CH2:6][C:7]([CH3:9])([CH3:10])[CH2:8]1.